From a dataset of the Open Reaction Database (ORD), a public repository of structured organic reaction records. describe an organic reaction: reactants, conditions, products, and yield Reactants: O (water), C1(C=2C(C(=O)O1)=CC=CC2)=O (phthalic anhydride), C(C)N1C(=CC2=CC=CC=C12)C (1-ethyl-2-methylindole), [Cl-].[Al+3].[Cl-].[Cl-] (aluminum chloride). Solvent: C(CCl)Cl (ethylene dichloride). Reaction conditions: time 8 hour. The product is C(C)N1C(=C(C2=CC=CC=C12)C(=O)C1=C(C(=O)O)C=CC=C1)C (2-[(1-ethyl-2-methyl-3-indolyl)carbonyl]benzoic acid). Isolated yield 52.1%. Reaction SMILES: [C:1]1(=[O:11])[O:6][C:4](=[O:5])[C:3]2=[CH:7][CH:8]=[CH:9][CH:10]=[C:2]12.[CH2:12]([N:14]1[C:22]2[C:17](=[CH:18][CH:19]=[CH:20][CH:21]=2)[CH:16]=[C:15]1[CH3:23])[CH3:13].[Cl-].[Al+3].[Cl-].[Cl-].O>C(Cl)CCl>[CH2:12]([N:14]1[C:22]2[C:17](=[CH:18][CH:19]=[CH:20][CH:21]=2)[C:16]([C:4]([C:3]2[CH:7]=[CH:8][CH:9]=[CH:10][C:2]=2[C:1]([OH:6])=[O:11])=[O:5])=[C:15]1[CH3:23])[CH3:13] |f:2.3.4.5|. Procedure details: To a stirred suspension of 22.5 g (0.15 mole) of phthalic anhydride and 61.0 g (0.30 mole) of 77.5 percent active 1-ethyl-2-methylindole in 120 ml of ethylene dichloride chilled to 0° to 5° C. by means of an ice bath, there was added in small portions 32.0 g (0.24 mole) of aluminum chloride. The mixture was maintained at 0°-5° C. for an additional 15 minutes, allowed to warm to room temperature and stirred overnight. Then, 240 ml of water was added to the reaction mixture and the ethylene dichlo... Reaction SMILES: [CH2:1]([O:3][CH:4]([O:14][CH2:15][CH3:16])[CH2:5][NH:6][CH2:7][C:8]1[CH:13]=[CH:12][CH:11]=[CH:10][N:9]=1)[CH3:2].[CH:17]1[C:29]2[CH:28]([CH2:30][O:31][C:32]([NH:34][C@@H:35]([CH2:39][C:40]3[CH:45]=[CH:44][C:43]([O:46][C:47]([CH3:50])([CH3:49])[CH3:48])=[CH:42][CH:41]=3)[C:36](O)=[O:37])=[O:33])[C:27]3[C:22](=[CH:23][CH:24]=[CH:25][CH:26]=3)[C:21]=2[CH:20]=[CH:19][CH:18]=1>>[C:47]([O:46][C:43]1[CH:42]=[CH:41][C:40]([CH2:39][C@H:35]([NH:34][C:32](=[O:33])[O:31][CH2:30][CH:28]2[C:29]3[CH:17]=[CH:18][CH:19]=[CH:20][C:21]=3[C:22]3[C:27]2=[CH:26][CH:25]=[CH:24][CH:23]=3)[C:36]([N:6]([CH2:5][CH:4]([O:3][CH2:1][CH3:2])[O:14][CH2:15][CH3:16])[CH2:7][C:8]2[CH:13]=[CH:12][CH:11]=[CH:10][N:9]=2)=[O:37])=[CH:45][CH:44]=1)([CH3:50])([CH3:48])[CH3:49]. Procedure: According to the procedure described in the synthesis method of Compound III-5, 2,2-diethoxy-N-(pyridin-2-ylmethyl)ethanamine (Compound IX-16) (34.0 g, 150 mmol) was coupled with (S)-2-(((9H-fluoren-9-yl)methoxy)carbonylamino)-3-(4-tert-butoxyphenyl)propanoic acid (72.3 g, 150 mmol) and the obtained residue was purified by silica gel column chromatography (eluent: n-hexane:ethyl acetate=3:1) to obtain the title compound (90.0 g, 90%). Isolated yield 90.1%. Starting materials: C(C)OC(CNCC1=NC=CC=C1)OCC (2,2-diethoxy-N-(pyridin-2-ylmethyl)ethanamine), C1=CC=CC=2C3=CC=CC=C3C(C12)COC(=O)N[C@H](C(=O)O)CC1=CC=C(C=C1)OC(C)(C)C ((S)-2-(((9H-fluoren-9-yl)methoxy)carbonylamino)-3-(4-tert-butoxyphenyl)propanoic acid). Product: C(C)(C)(C)OC1=CC=C(C=C1)C[C@@H](C(=O)N(CC1=NC=CC=C1)CC(OCC)OCC)NC(OCC1C2=CC=CC=C2C=2C=CC=CC12)=O ((S)-(9H-fluoren-9-yl)methyl 3-(4-tert-butoxyphenyl)-1-((2,2-diethoxyethyl)(pyridin-2-ylmethyl)amino)-1-oxopropan-2-ylcarbamate). Starting materials: CSC, ClCCl, Cl, Cn1ncc(Br)c1N, c1ccncc1. Product: Cn1ncc(Br)c1N=S(C)C. As a reaction SMILES: [CH3:1][S:2][CH3:3].[Cl:19][CH2:20][Cl:21].[Cl:4].[NH2:5][c:6]1[c:7]([Br:12])[cH:8][n:9][n:10]1[CH3:11].[cH:13]1[cH:14][cH:15][n:16][cH:17][cH:18]1>>[CH3:1][S:2]([CH3:3])=[N:5][c:6]1[c:7]([Br:12])[cH:8][n:9][n:10]1[CH3:11]. Reactants: CO, O=Cc1cn(-c2c(Cl)cc(C(F)(F)F)cc2Cl)nn1, N#CC(N)=C(N)C#N. Yields the product N#CC(N)=C(C#N)N=Cc1cn(-c2c(Cl)cc(C(F)(F)F)cc2Cl)nn1. Reaction SMILES: [CH3:28][OH:29].[Cl:1][c:2]1[c:3](-[n:13]2[n:14][n:15][c:16]([CH:18]=[O:19])[cH:17]2)[c:4]([Cl:12])[cH:5][c:6]([C:8]([F:9])([F:10])[F:11])[cH:7]1.[NH2:20][C:21](=[C:22]([C:23]#[N:24])[NH2:25])[C:26]#[N:27]>>[Cl:1][c:2]1[c:3](-[n:13]2[n:14][n:15][c:16]([CH:18]=[N:20][C:21](=[C:22]([C:23]#[N:24])[NH2:25])[C:26]#[N:27])[cH:17]2)[c:4]([Cl:12])[cH:5][c:6]([C:8]([F:9])([F:10])[F:11])[cH:7]1. Starting materials: [H-].[Na+] (sodium hydride), Cl.C(C)(C)[C@H]1CC[C@H](CC1)N1CCC2(C(CCN2C2=CC=CC=C2)O)CC1 (8-(cis-4-Isopropyl-cyclohexyl)-1-phenyl-1,8-diaza-spiro[4.5]decan-4-ol hydrochloride), COS(=O)(=O)OC (Dimethylsulfate). Solvent: CN(C=O)C (dimethylformamide). Conditions: time 1 hour. The product is Cl.C(C)(C)[C@H]1CC[C@H](CC1)N1CCC2(C(CCN2C2=CC=CC=C2)OC)CC1 ((RS)-8-(cis-4-Isopropyl-cyclohexyl)-4-methoxy-1-phenyl-1,8-diaza-spiro[4.5]decane hydrochloride). As a reaction SMILES: [ClH:1].[CH:2]([C@@H:5]1[CH2:10][CH2:9][C@H:8]([N:11]2[CH2:27][CH2:26][C:14]3([N:18]([C:19]4[CH:24]=[CH:23][CH:22]=[CH:21][CH:20]=4)[CH2:17][CH2:16][CH:15]3[OH:25])[CH2:13][CH2:12]2)[CH2:7][CH2:6]1)([CH3:4])[CH3:3].[H-].[Na+].[CH3:30]OS(OC)(=O)=O>CN(C)C=O>[ClH:1].[CH:2]([C@@H:5]1[CH2:10][CH2:9][C@H:8]([N:11]2[CH2:12][CH2:13][C:14]3([N:18]([C:19]4[CH:20]=[CH:21][CH:22]=[CH:23][CH:24]=4)[CH2:17][CH2:16][CH:15]3[O:25][CH3:30])[CH2:26][CH2:27]2)[CH2:7][CH2:6]1)([CH3:4])[CH3:3] |f:0.1,2.3,6.7|. Procedure: RS)-8-(cis-4-Isopropyl-cyclohexyl)-1-phenyl-1,8-diaza-spiro[4.5]decan-4-ol hydrochloride (0.3 mmol) was dissolved in dimethylformamide (15 ml), sodium hydride (1.2 mmol) was added and the mixture stirred for 1 h at room temperature. Dimethylsulfate (0.9 mmol) was added and stirring continued for 5 h. The mixture was quenched with ice-water (10 ml) and saturated sodiumbicarbonate solution (10 ml) and extracted three times with dichloromethane. The organic phases were pooled, dried with Na2SO4 and...